describe an organic reaction: reactants, conditions, products, and yield From a dataset of the Open Reaction Database (ORD), a public repository of structured organic reaction records. Starting materials: resultant mixture, ClC=1C=CC2=C(CCC=3C(=NC=CC3)C2=C2CCNCC2)C1 (8-Chloro-6,11-dihydro-11-(4-piperidinylidene)-5H-benzo[5,6]cyclohepta[1,2-b]pyridine), C1(=CC=CC=C1)C(N1C=NC(=C1)C(C=O)CCCC)(C1=CC=CC=C1)C1=CC=CC=C1 ([1-(triphenylmethyl)-1H-imidazol-4-yl]-hexanal), CS(=O)(=O)O (methanesulfonic acid), S(=O)(=O)([O-])[O-].[Mg+2] (magnesium sulfate), solution, C(#N)[BH3-].[Na+] (sodium cyanoborohydride), O1CCCC1 (tetrahydrofuran), resultant suspension. The solvent is CO (methanol). Run at time 23 hour. The product is imidazole-N-tritylated, ClC=1C=CC2=C(CCC=3C(=NC=CC3)C2=C2CCN(CC2)CCCCCCC=2N=CNC2)C1 (8-Chloro-6,11-dihydro-11-[1-[6-(1H-imidazol-4-yl)hexyl]-4-piperidinylidene]-5H-benzo[5,6]cyclohepta[1,2-b]pyridine). RXN SMILES: [Cl:1][C:2]1[CH:3]=[CH:4][C:5]2[C:15](=[C:16]3[CH2:21][CH2:20][NH:19][CH2:18][CH2:17]3)[C:10]3=[N:11][CH:12]=[CH:13][CH:14]=[C:9]3[CH2:8][CH2:7][C:6]=2[CH:22]=1.C1(C(C2C=CC=CC=2)(C2C=CC=CC=2)[N:30]2[CH:34]=[C:33]([CH:35]([CH2:38][CH2:39][CH2:40][CH3:41])C=O)[N:32]=[CH:31]2)C=CC=CC=1.[CH3:54]S(O)(=O)=O.S([O-])([O-])(=O)=O.[Mg+2].C([BH3-])#N.[Na+].O1CCCC1>CO>[Cl:1][C:2]1[CH:3]=[CH:4][C:5]2[C:15](=[C:16]3[CH2:17][CH2:18][N:19]([CH2:54][CH2:41][CH2:40][CH2:39][CH2:38][CH2:35][C:33]4[N:32]=[CH:31][NH:30][CH:34]=4)[CH2:20][CH2:21]3)[C:10]3=[N:11][CH:12]=[CH:13][CH:14]=[C:9]3[CH2:8][CH2:7][C:6]=2[CH:22]=1 |f:3.4,5.6|. Reported procedure: To a stirred solution of 8-Chloro-6,11-dihydro-11-(4-piperidinylidene)-5H-benzo[5,6]cyclohepta[1,2-b]pyridine (10) (284 mg; 0.914 mmol), (disclosed in published application WO 95/10516, Apr. 20, 1995), -[1-(triphenylmethyl)-1H-imidazol-4-yl]-hexanal (7) (393 mg; 0.962 mmol) and methanesulfonic acid (0.06 mL; 0.914 mmol)) in anhydrous methanol (10 mL), was added anhydrous magnesium sulfate (220 mg). The resultant suspension was stirred at room temperature for 30 min. A 1.0M solution of sodium cya...